Dataset: the Open Reaction Database (ORD), a public repository of structured organic reaction records. Task: describe an organic reaction: reactants, conditions, products, and yield Reactants: C(=O)(O)C=1C=C2C=CC(=NC2=CC1)C (6-carboxy-2-methyl quinoline), OS(=O)(=O)O (H2SO4), CO (MeOH). Conditions: time 3 day. The product is C(=O)(OC)C=1C=C2C=CC(=NC2=CC1)C (6-carbomethoxy-2-methyl quinoline). As a reaction SMILES: [C:1]([C:4]1[CH:5]=[C:6]2[C:11](=[CH:12][CH:13]=1)[N:10]=[C:9]([CH3:14])[CH:8]=[CH:7]2)([OH:3])=[O:2].OS(O)(=O)=O.[CH3:20]O>>[C:1]([C:4]1[CH:5]=[C:6]2[C:11](=[CH:12][CH:13]=1)[N:10]=[C:9]([CH3:14])[CH:8]=[CH:7]2)([O:3][CH3:20])=[O:2]. Procedure details: To a solution of 6-carboxy-2-methyl quinoline in MeOH (600 ml) was added concentrated H2SO4 and stirred for 3 days at room temperature. The reaction mixture was evaporated and the residue was diluted with H2O (250 ml) and ethyl acetate (250 ml), and transferred to a separatory funnel. A solution of saturated sodium bicarbonate in water (1 L) was added and extraction with ethyl acetate afforded a purple solid which was chromatographed on column of flash silica gel using hexane-ethyl acetate (2:1)... RXN SMILES: [CH2:1]([c:2]1[cH:3][cH:4][cH:5][cH:6][cH:7]1)[N:8]1[CH:9]([CH2:24][CH2:25][OH:26])[CH2:10][N:11]([CH2:14][C:15]2([c:16]3[cH:17][cH:18][n:19][cH:20][cH:21]3)[CH2:22][CH2:23]2)[CH2:12][CH2:13]1.[CH3:27][C:28]#[N:29]>>[CH2:1]([c:2]1[cH:3][cH:4][cH:5][cH:6][cH:7]1)[N:8]1[CH:9]([CH2:24][CH2:25][OH:26])[CH2:10][NH:11][CH2:12][CH2:13]1. The reactants are OCCC1CN(CC2(c3ccncc3)CC2)CCN1Cc1ccccc1, CC#N. Product: OCCC1CNCCN1Cc1ccccc1. Reactants: [B-]([O+](C)C)(F)(F)F (boron trifluoride dimethyl etherate), FC(C(=O)OC(C(F)(F)F)=O)(F)F (trifluoroacetic anhydride), ClC1=CC(=C(C=C1)SCCC(=O)O)OC (3-(4-chloro-2-methoxyphenylthio)propanoic acid). Run in ClCCl (dichloromethane). Product: ClC=1C=C2C(CCSC2=C(C1)OC)=O (6-Chloro-8-methoxy-4-thiochromanone). Reaction SMILES: [Cl:1][C:2]1[CH:7]=[CH:6][C:5]([S:8][CH2:9][CH2:10][C:11]([OH:13])=O)=[C:4]([O:14][CH3:15])[CH:3]=1.[B-](F)(F)(F)[O+](C)C.FC(F)(F)C(OC(=O)C(F)(F)F)=O>ClCCl>[Cl:1][C:2]1[CH:7]=[C:6]2[C:5](=[C:4]([O:14][CH3:15])[CH:3]=1)[S:8][CH2:9][CH2:10][C:11]2=[O:13]. Reported procedure: To a solution/suspension of 3-(4-chloro-2-methoxyphenylthio)propanoic acid (1.46 g, 5.92 mmol; see step (ii) above) in dichloromethane (50 mL) under N2(g) was added boron trifluoride dimethyl etherate (1.4 mL, 15 mmol) and trifluoroacetic anhydride (2.1 mL, 15 mmol). After 2.5 h at rt the reaction was quenched with water (2 mL), then washed with more water. The deep green colour disappeared when it was further washed with sat. aq. sodium hydrogencarbonate. Drying (MgSO4) and removal of the solve... Starting materials: CCN=C=NCCCN(C)C, COc1ccc(C(=O)O)cc1OC, CN(C)c1ccncc1, OCC1OC(c2ccc(Cl)c(Cc3ncc(-c4ccsc4)s3)c2)C(O)C(O)C1O, ClCCl, c1ccncc1. Product: COc1ccc(C(=O)OCC2OC(c3ccc(Cl)c(Cc4ncc(-c5ccsc5)s4)c3)C(O)C(O)C2O)cc1OC. Reaction SMILES: [CH3:30][CH2:31][N:32]=[C:33]=[N:34][CH2:35][CH2:36][CH2:37][N:38]([CH3:39])[CH3:40].[CH3:47][O:48][c:49]1[cH:50][cH:51][c:52]([C:57]([OH:58])=[O:59])[cH:53][c:54]1[O:55][CH3:56].[CH3:60][N:61]([c:62]1[cH:63][cH:64][n:65][cH:66][cH:67]1)[CH3:68].[Cl:1][c:2]1[c:3]([CH2:19][c:20]2[s:21][c:22](-[c:25]3[cH:26][s:27][cH:28][cH:29]3)[cH:23][n:24]2)[cH:4][c:5]([CH:8]2[O:9][CH:10]([CH2:17][OH:18])[CH:11]([OH:16])[CH:12]([OH:15])[CH:13]2[OH:14])[cH:6][cH:7]1.[Cl:69][CH2:70][Cl:71].[cH:41]1[cH:42][cH:43][n:44][cH:45][cH:46]1>>[Cl:1][c:2]1[c:3]([CH2:19][c:20]2[s:21][c:22](-[c:25]3[cH:26][s:27][cH:28][cH:29]3)[cH:23][n:24]2)[cH:4][c:5]([CH:8]2[O:9][CH:10]([CH2:17][O:18][C:57]([c:52]3[cH:51][cH:50][c:49]([O:48][CH3:47])[c:54]([O:55][CH3:56])[cH:53]3)=[O:58])[CH:11]([OH:16])[CH:12]([OH:15])[CH:13]2[OH:14])[cH:6][cH:7]1. Starting materials: Cl.C[C@H]1N(CCC1)CCC1=CC=C(C=C1)B(O)O ((R)-4-(2-(2-methylpyrrolidin-1-yl)ethyl)phenylboronic acid hydrochloride), ClC1=CC=C(C=C1)C1(CCCC1)C(=O)O (1-(4-chlorophenyl)cyclopentanecarboxylic acid), C(=O)([O-])[O-].[Na+].[Na+] (Na2CO3), dichlorobis(p-dimethylaminophenyldi-tert-butylphosphine)palladium. Run in O1CCOCC1 (1,4-dioxane), O (H2O). Run at temperature 150 celsius. Product: C[C@H]1N(CCC1)CCC1=CC=C(C=C1)C1=CC=C(C=C1)C1(CCCC1)C(=O)O ((R)-1-(4′-(2-(2-Methylpyrrolidin-1-yl)ethyl)biphenyl-4-yl)cyclopentanecarboxylic Acid). RXN SMILES: Cl.[CH3:2][C@@H:3]1[CH2:7][CH2:6][CH2:5][N:4]1[CH2:8][CH2:9][C:10]1[CH:15]=[CH:14][C:13](B(O)O)=[CH:12][CH:11]=1.Cl[C:20]1[CH:25]=[CH:24][C:23]([C:26]2([C:31]([OH:33])=[O:32])[CH2:30][CH2:29][CH2:28][CH2:27]2)=[CH:22][CH:21]=1.C([O-])([O-])=O.[Na+].[Na+]>O1CCOCC1.O>[CH3:2][C@@H:3]1[CH2:7][CH2:6][CH2:5][N:4]1[CH2:8][CH2:9][C:10]1[CH:15]=[CH:14][C:13]([C:20]2[CH:25]=[CH:24][C:23]([C:26]3([C:31]([OH:33])=[O:32])[CH2:30][CH2:29][CH2:28][CH2:27]3)=[CH:22][CH:21]=2)=[CH:12][CH:11]=1 |f:0.1,3.4.5|. Reported procedure: A mixture of (R)-4-(2-(2-methylpyrrolidin-1-yl)ethyl)phenylboronic acid hydrochloride (300 mg, 1.113 mmol), 1-(4-chlorophenyl)cyclopentanecarboxylic acid (300 mg, 1.335 mmol), Na2CO3 (472 mg, 4.45 mmol), and dichlorobis(p-dimethylaminophenyldi-tert-butylphosphine)palladium (7.88 mg, 0.011 mmol) in 1,4-dioxane (6 mL) and H2O (1.2 mL) was heated under microwave irradiation at 150° C. for 10 min. The mixture was concentrated. The residue was purified by HPLC to give the title compound. LCMS m/z=378...